This data is from the Open Reaction Database (ORD), a public repository of structured organic reaction records. The task is: describe an organic reaction: reactants, conditions, products, and yield Starting materials: COC(C)(C)C, Cc1cc(C=O)cc(C)c1OCc1ccccc1, CN=C(NC)N(C)C, [Cl-], [Li+], CCOP(=O)(OCC)C1OC2(CCCCC2)OC1=O, C1CCOC1. The product is Cc1cc(C=C2OC3(CCCCC3)OC2=O)cc(C)c1OCc1ccccc1. Reaction SMILES: [C:53]([O:54][CH3:55])([CH3:56])([CH3:57])[CH3:58].[CH2:3]([c:4]1[cH:5][cH:6][cH:7][cH:8][cH:9]1)[O:10][c:11]1[c:12]([CH3:20])[cH:13][c:14]([CH:15]=[O:16])[cH:17][c:18]1[CH3:19].[CH3:40][NH:41][C:42](=[N:43][CH3:44])[N:45]([CH3:46])[CH3:47].[Cl-:2].[Li+:1].[O:21]=[C:22]1[CH:23]([P:32](=[O:33])([O:34][CH2:35][CH3:36])[O:37][CH2:38][CH3:39])[O:24][C:25]2([O:26]1)[CH2:27][CH2:28][CH2:29][CH2:30][CH2:31]2.[O:48]1[CH2:49][CH2:50][CH2:51][CH2:52]1>>[CH2:3]([c:4]1[cH:5][cH:6][cH:7][cH:8][cH:9]1)[O:10][c:11]1[c:12]([CH3:20])[cH:13][c:14]([CH:15]=[C:23]2[C:22](=[O:21])[O:26][C:25]3([O:24]2)[CH2:27][CH2:28][CH2:29][CH2:30][CH2:31]3)[cH:17][c:18]1[CH3:19].